Dataset: the Open Reaction Database (ORD), a public repository of structured organic reaction records. Task: describe an organic reaction: reactants, conditions, products, and yield Reactants: ClCCCC(CCCCC)OC(C)=O (1-chloro-4-acetoxynonane), C(C)(=O)OC(CCCN(S(=O)(=O)C)CCCCCCC(=O)OCC)(CCCCC)C (ethyl 7-[N-(4-acetoxy-4-methylnonyl)methanesulfonamido]heptanoate), ClCCCC(CCCCC)(C)OC(C)=O (1-chloro-4-acetoxy-4-methylnonane), product. The product is C(C)C(C(=O)O)CCCCCN(S(=O)(=O)C)C\C=C\C(CCCCC)OC(C)=O (ethyl 7-[N-(4-acetoxy-(E)-2-nonenyl)methanesulfonamido]heptanoic acid). RXN SMILES: Cl[CH2:2][CH2:3]CC(OC(=O)C)CCCCC.ClCCCC(OC(=O)C)(C)CCCCC.[C:30]([O:33][C:34](C)([CH2:54][CH2:55][CH2:56][CH2:57][CH3:58])[CH2:35][CH2:36][CH2:37][N:38]([CH2:43][CH2:44][CH2:45][CH2:46][CH2:47][CH2:48][C:49]([O:51]CC)=[O:50])[S:39]([CH3:42])(=[O:41])=[O:40])(=[O:32])[CH3:31]>>[CH2:2]([CH:48]([CH2:47][CH2:46][CH2:45][CH2:44][CH2:43][N:38]([CH2:37]/[CH:36]=[CH:35]/[CH:34]([O:33][C:30](=[O:32])[CH3:31])[CH2:54][CH2:55][CH2:56][CH2:57][CH3:58])[S:39]([CH3:42])(=[O:40])=[O:41])[C:49]([OH:51])=[O:50])[CH3:3]. Procedure details: The synthesis of this compound is carried out as described in Example 1 except that, in Step A, the 1-chloro-4-acetoxynonane is replaced by an equimolar amount of 1-chloro-4-acetoxy-4-methylnonane (Example S). The product of Step A is thus ethyl 7-[N-(4-acetoxy-4-methylnonyl)methanesulfonamido]heptanoate. The subsequent step yields 7-[N-(4-hydroxy-4-methylnonyl)methanesulfonamido]heptanoic acid (B).